This data is from the Open Reaction Database (ORD), a public repository of structured organic reaction records. The task is: describe an organic reaction: reactants, conditions, products, and yield Reactants: CCN(C(C)C)C(C)C, [Cu]I, CSc1nc(C)nc(-c2nccnc2F)n1, COc1ccc(N)cn1, C1COCCO1. Yields the product COc1ccc(Nc2nccnc2-c2nc(C)nc(SC)n2)cn1. As a reaction SMILES: [CH:26]([N:27]([CH2:28][CH3:29])[CH:30]([CH3:31])[CH3:32])([CH3:33])[CH3:34].[Cu:41][I:42].[F:1][c:2]1[c:3](-[c:8]2[n:9][c:10]([S:15][CH3:16])[n:11][c:12]([CH3:14])[n:13]2)[n:4][cH:5][cH:6][n:7]1.[NH2:17][c:18]1[cH:19][cH:20][c:21]([O:24][CH3:25])[n:22][cH:23]1.[O:35]1[CH2:36][CH2:37][O:38][CH2:39][CH2:40]1>>[c:2]1([NH:17][c:18]2[cH:19][cH:20][c:21]([O:24][CH3:25])[n:22][cH:23]2)[c:3](-[c:8]2[n:9][c:10]([S:15][CH3:16])[n:11][c:12]([CH3:14])[n:13]2)[n:4][cH:5][cH:6][n:7]1. Starting materials: C(C)OC(=O)C1=C(N(C2=CC=C(C=C12)OS(=O)(=O)C(F)(F)F)C1=CC=C(C=C1)C(C)C)CC(=O)OCC (2-ethoxycarbonylmethyl-1-(4-isopropylphenyl)-5-trifluoromethane-sulfonyloxyindole-3-carboxylic acid ethyl ester), FC(C1=CC=C(C=C1)B(O)O)(F)F (4-trifluoromethylphenylboronic acid), C(=O)([O-])[O-].[K+].[K+] (K2CO3), O1CCOCC1 (dioxane). Reagents/catalysts: C=1C=CC(=CC1)[P](C=2C=CC=CC2)(C=3C=CC=CC3)[Pd]([P](C=4C=CC=CC4)(C=5C=CC=CC5)C=6C=CC=CC6)([P](C=7C=CC=CC7)(C=8C=CC=CC8)C=9C=CC=CC9)[P](C=1C=CC=CC1)(C=1C=CC=CC1)C=1C=CC=CC1 (tetrakis(triphenylphosphine)palladium(0)). Solvent: CCOC(=O)C (EtOAc). The product is C(C)OC(=O)C1=C(N(C2=CC=C(C=C12)C1=CC=C(C=C1)C(F)(F)F)C1=CC=C(C=C1)C(C)C)CC(=O)OCC (2-Ethoxycarbonylmethyl-1-(4-isopropylphenyl)-5-(4-trifluoromethylphenyl)indole-3-carboxylic acid ethyl ester). RXN SMILES: [CH2:1]([O:3][C:4]([C:6]1[C:14]2[C:9](=[CH:10][CH:11]=[C:12](OS(C(F)(F)F)(=O)=O)[CH:13]=2)[N:8]([C:23]2[CH:28]=[CH:27][C:26]([CH:29]([CH3:31])[CH3:30])=[CH:25][CH:24]=2)[C:7]=1[CH2:32][C:33]([O:35][CH2:36][CH3:37])=[O:34])=[O:5])[CH3:2].[F:38][C:39]([F:50])([F:49])[C:40]1[CH:45]=[CH:44][C:43](B(O)O)=[CH:42][CH:41]=1.C([O-])([O-])=O.[K+].[K+].O1CCOCC1>CCOC(C)=O.C1C=CC([P]([Pd]([P](C2C=CC=CC=2)(C2C=CC=CC=2)C2C=CC=CC=2)([P](C2C=CC=CC=2)(C2C=CC=CC=2)C2C=CC=CC=2)[P](C2C=CC=CC=2)(C2C=CC=CC=2)C2C=CC=CC=2)(C2C=CC=CC=2)C2C=CC=CC=2)=CC=1>[CH2:1]([O:3][C:4]([C:6]1[C:14]2[C:9](=[CH:10][CH:11]=[C:12]([C:43]3[CH:44]=[CH:45][C:40]([C:39]([F:50])([F:49])[F:38])=[CH:41][CH:42]=3)[CH:13]=2)[N:8]([C:23]2[CH:24]=[CH:25][C:26]([CH:29]([CH3:31])[CH3:30])=[CH:27][CH:28]=2)[C:7]=1[CH2:32][C:33]([O:35][CH2:36][CH3:37])=[O:34])=[O:5])[CH3:2] |f:2.3.4,^1:72,74,93,112|. Procedure details: A mixture 2-ethoxycarbonylmethyl-1-(4-isopropylphenyl)-5-trifluoromethane-sulfonyloxyindole-3-carboxylic acid ethyl ester (133 mg, 0.25 mmol, see step (a) above), 4-trifluoromethylphenylboronic acid (142 mg, 0.75 mmol), K2CO3 (276 mg, 2 mmol), tetrakis(triphenylphosphine)palladium(0) (78 mg, 0.067 mmol) and anhydrous dioxane (10 mL) was stirred at 90° C. for 4 h. The mixture was diluted with EtOAc (30 mL), washed with saturated NaHCO3 (aq, sat) dried (Na2SO4), concentrated and purified by chroma... Starting materials: CC(=CCC1(C(C=C(CC1C)OC(C)C)=O)C(=O)OC)C (methyl 1-(3-methyl-2-butenyl)-2-oxo-4-isopropoxy-6-methyl-3-cyclohexene carboxylate), [Cl-].[Li+] (lithium chloride), O (water). Solvent: CN(P(N(C)C)(N(C)C)=O)C (hexamethylphosphoric triamide). Reaction conditions: temperature 130 celsius, time 1.5 hour. Yields the product C(C)(C)OC1=CC(C(C(C1)C)CC=C(C)C)=O (3-isopropoxy-5-methyl-6-(3-methyl-2-butenyl)-2-cyclohexen-1-one). The yield is 85.0%. Reaction SMILES: [CH3:1][C:2]([CH3:21])=[CH:3][CH2:4][C:5]1(C(OC)=O)[CH:10]([CH3:11])[CH2:9][C:8]([O:12][CH:13]([CH3:15])[CH3:14])=[CH:7][C:6]1=[O:16].[Cl-].[Li+].O>CN(C)P(=O)(N(C)C)N(C)C>[CH:13]([O:12][C:8]1[CH2:9][CH:10]([CH3:11])[CH:5]([CH2:4][CH:3]=[C:2]([CH3:21])[CH3:1])[C:6](=[O:16])[CH:7]=1)([CH3:15])[CH3:14] |f:1.2|. Procedure: Reaction: ##STR31## To a solution of methyl 1-(3-methyl-2-butenyl)-2-oxo-4-isopropoxy-6-methyl-3-cyclohexene carboxylate (29.4 g, 0.1 mol) in anhydrous hexamethylphosphoric triamide (220 mL) was added anhydrous lithium chloride (6.4 g, 0.15 mol). The mixture was stirred at 130° C. in a nitrogen atmosphere for 1.5 hours and then added to water (800 mL). The aqueous solution was extracted with ether. The combined ether extracts were washed with water and dried (Na2SO4). The ether was removed on a ...